The task is: describe an organic reaction: reactants, conditions, products, and yield. This data is from the Open Reaction Database (ORD), a public repository of structured organic reaction records. Reactants: C(C)N(C1=C(C=CC(=C1)OC)C1CC=2C=CC(=CC2CC1)OC(C(C)(C)C)=O)C(C1=CC=C(C=C1)O)=O (pivalic acid 6-{2-[ethyl(4-hydroxybenzoyl)amino]-4-methoxyphenyl}-5,6,7,8-tetrahydronaphthalen-2-yl ester), ClCC(=O)NCCSC (2-chloro-N-(2-methylsulfanylethyl)acetamide). Yields the product C(C)N(C1=C(C=CC(=C1)OC)C1CC=2C=CC(=CC2CC1)O)CC1=CC=C(C=C1)OCCNCCSC (6-{2-{Ethyl{4-[2-(2-methylsulfanylethylamino)ethoxy]benzyl}amino}-4-methoxyphenyl}-5,6,7,8-tetrahydronaphthalen-2-ol). Yield: 6.9%. Reaction SMILES: [CH2:1]([N:3]([C:29](=O)[C:30]1[CH:35]=[CH:34][C:33]([OH:36])=[CH:32][CH:31]=1)[C:4]1[CH:9]=[C:8]([O:10][CH3:11])[CH:7]=[CH:6][C:5]=1[CH:12]1[CH2:21][CH2:20][C:19]2[CH:18]=[C:17]([O:22]C(=O)C(C)(C)C)[CH:16]=[CH:15][C:14]=2[CH2:13]1)[CH3:2].Cl[CH2:39][C:40]([NH:42][CH2:43][CH2:44][S:45][CH3:46])=O>>[CH2:1]([N:3]([CH2:29][C:30]1[CH:31]=[CH:32][C:33]([O:36][CH2:39][CH2:40][NH:42][CH2:43][CH2:44][S:45][CH3:46])=[CH:34][CH:35]=1)[C:4]1[CH:9]=[C:8]([O:10][CH3:11])[CH:7]=[CH:6][C:5]=1[CH:12]1[CH2:21][CH2:20][C:19]2[CH:18]=[C:17]([OH:22])[CH:16]=[CH:15][C:14]=2[CH2:13]1)[CH3:2]. Procedure: Synthesized from pivalic acid 6-{2-[ethyl(4-hydroxybenzoyl)amino]-4-methoxyphenyl}-5,6,7,8-tetrahydronaphthalen-2-yl ester (25 mg) and 2-chloro-N-(2-methylsulfanylethyl)acetamide (16 mg) according to an analogous synthetic method to Example 567 and purified by LC-MS, the title compound (1.8 mg) was obtained. The reactants are ClC1=CC=NC2=CC(=C(C=C12)OC)OC (4-chloro-6,7-dimethoxyquinoline), NC1=CC=C2C=NNC2=C1 (6-aminoindazole). Run in CN(C)C=O (DMF). Conditions: temperature 140 celsius. Yields the product Cl.COC=1C=C2C(=CC=NC2=CC1OC)NC1=CC=C2C=NNC2=C1 (6,7-dimethoxy-4-(1H-indazol-6-ylamino)quinoline hydrochloride). The yield is 53.8%. As a reaction SMILES: [Cl:1][C:2]1[C:11]2[C:6](=[CH:7][C:8]([O:14][CH3:15])=[C:9]([O:12][CH3:13])[CH:10]=2)[N:5]=[CH:4][CH:3]=1.[NH2:16][C:17]1[CH:25]=[C:24]2[C:20]([CH:21]=[N:22][NH:23]2)=[CH:19][CH:18]=1>CN(C=O)C>[ClH:1].[CH3:13][O:12][C:9]1[CH:10]=[C:11]2[C:6](=[CH:7][C:8]=1[O:14][CH3:15])[N:5]=[CH:4][CH:3]=[C:2]2[NH:16][C:17]1[CH:25]=[C:24]2[C:20]([CH:21]=[N:22][NH:23]2)=[CH:19][CH:18]=1 |f:3.4|. Procedure details: A suspension of 4-chloro-6,7-dimethoxyquinoline (200 mg, 0.89 mmol), (prepared as described for the starting material in Example 2), and 6-aminoindazole (131 mg, 0.98 mmol) in DMF (2.5 ml) was heated at 140° C. for 1.5 hours. The solid was collected by filtration, washed with isopropanol and dried under vacuum to give 6,7-dimethoxy-4-(1H-indazol-6-ylamino)quinoline hydrochloride (171 mg, 54%). RXN SMILES: [CH:30]([N:31]([CH2:32][CH3:33])[CH:34]([CH3:35])[CH3:36])([CH3:37])[CH3:38].[Cl:48][CH2:49][Cl:50].[ClH:1].[NH:2]1[CH2:3][CH:4]([CH2:7][c:8]2[n:9](-[c:14]3[cH:15][cH:16][c:17](-[c:20]4[cH:21][cH:22][c:23]5[cH:24][cH:25][cH:26][n:27][c:28]5[cH:29]4)[cH:18][cH:19]3)[c:10](=[O:13])[nH:11][n:12]2)[CH2:5][CH2:6]1.[O:39]1[CH2:40][CH2:41][N:42]([C:45](=[O:46])[Cl:47])[CH2:43][CH2:44]1>>[N:2]1([C:45]([N:42]2[CH2:41][CH2:40][O:39][CH2:44][CH2:43]2)=[O:46])[CH2:3][CH:4]([CH2:7][c:8]2[n:9](-[c:14]3[cH:15][cH:16][c:17](-[c:20]4[cH:21][cH:22][c:23]5[cH:24][cH:25][cH:26][n:27][c:28]5[cH:29]4)[cH:18][cH:19]3)[c:10](=[O:13])[nH:11][n:12]2)[CH2:5][CH2:6]1. The reactants are CCN(C(C)C)C(C)C, ClCCl, Cl, O=c1[nH]nc(CC2CCNC2)n1-c1ccc(-c2ccc3cccnc3c2)cc1, O=C(Cl)N1CCOCC1. Product: O=C(N1CCOCC1)N1CCC(Cc2n[nH]c(=O)n2-c2ccc(-c3ccc4cccnc4c3)cc2)C1. Starting materials: C(CC1=CC=CC=C1)NC(=O)C=1C(=CC=CC1)C1=C(C=CC=C1)CN (2′-aminomethylbiphenyl-2-carboxylic acid phenethylamide), FC=1C=C(C=CC1)S(=O)(=O)Cl (3-fluorophenylsulfonyl chloride), C(CC1=CC=CC=C1)NC(=O)C=1C(=CC=CC1)C1=C(C=CC=C1)C(N)S(=O)(=O)C1=CC(=CC=C1)F (2′-(3-fluorophenylsulfonyl-aminomethyl)biphenyl-2-carboxylic acid phenethylamide). The product is C(CC1=CC=CC=C1)NC(=O)C=1C(=CC=CC1)C1=C(C=CC=C1)CNS(=O)(=O)C1=CC(=CC=C1)F (2′-(3-Fluorophenylsulfonylaminomethyl)biphenyl-2-carboxylic acid phenethylamide). RXN SMILES: [CH2:1]([NH:9][C:10]([C:12]1[C:13]([C:18]2[CH:23]=[CH:22][CH:21]=[CH:20][C:19]=2[CH2:24][NH2:25])=[CH:14][CH:15]=[CH:16][CH:17]=1)=[O:11])[CH2:2][C:3]1[CH:8]=[CH:7][CH:6]=[CH:5][CH:4]=1.[F:26][C:27]1[CH:28]=[C:29]([S:33](Cl)(=[O:35])=[O:34])[CH:30]=[CH:31][CH:32]=1.C(NC(C1C(C2C=CC=CC=2C(S(C2C=CC=C(F)C=2)(=O)=O)N)=CC=CC=1)=O)CC1C=CC=CC=1>>[CH2:1]([NH:9][C:10]([C:12]1[C:13]([C:18]2[CH:23]=[CH:22][CH:21]=[CH:20][C:19]=2[CH2:24][NH:25][S:33]([C:29]2[CH:30]=[CH:31][CH:32]=[C:27]([F:26])[CH:28]=2)(=[O:35])=[O:34])=[CH:14][CH:15]=[CH:16][CH:17]=1)=[O:11])[CH2:2][C:3]1[CH:4]=[CH:5][CH:6]=[CH:7][CH:8]=1. Procedure details: From 0.61 mmol of 2′-aminomethylbiphenyl-2-carboxylic acid phenethylamide (precursor 5a) and 3-fluorophenylsulfonyl chloride, according to the general working procedure 221 mg of 2′-(3-fluorophenylsulfonyl-aminomethyl)biphenyl-2-carboxylic acid phenethylamide were obtained; Starting materials: C, CCCCn1c(C)c(C(=O)NC2CCN(Cc3ccccc3)CC2)c2cc(O)ccc21, CO, CCO, Cl, [Pd]. The product is Cl, CCCCn1c(C)c(C(=O)NC2CCNCC2)c2cc(O)ccc21. RXN SMILES: [C:38].[CH2:1]([c:2]1[cH:3][cH:4][cH:5][cH:6][cH:7]1)[N:8]1[CH2:9][CH2:10][CH:11]([NH:14][C:15](=[O:16])[c:17]2[c:18]([CH3:31])[n:19]([CH2:27][CH2:28][CH2:29][CH3:30])[c:20]3[cH:21][cH:22][c:23]([OH:26])[cH:24][c:25]23)[CH2:12][CH2:13]1.[CH3:33][OH:34].[CH3:35][CH2:36][OH:37].[ClH:32].[Pd:39]>>[ClH:32].[NH:8]1[CH2:9][CH2:10][CH:11]([NH:14][C:15](=[O:16])[c:17]2[c:18]([CH3:31])[n:19]([CH2:27][CH2:28][CH2:29][CH3:30])[c:20]3[cH:21][cH:22][c:23]([OH:26])[cH:24][c:25]23)[CH2:12][CH2:13]1. As a reaction SMILES: [CH2:38]1[O:39][CH2:40][CH2:41][CH2:42]1.[CH2:3]([O:4][P:5](=[O:6])([O:7][CH2:8][CH3:9])[CH2:11][C:12]([N:13]([CH3:14])[O:15][CH3:16])=[O:17])[CH3:10].[H-:1].[Na+:2].[nH:18]1[cH:19][cH:20][c:21]2[cH:22][c:23]([CH:27]=[O:28])[cH:24][cH:25][c:26]12.[nH:29]1[c:30]2[c:31]([cH:32][cH:33][cH:34][cH:35]2)[cH:36][cH:37]1>>[CH:11]([C:12]([N:13]([CH3:14])[O:15][CH3:16])=[O:17])=[CH:27][c:23]1[cH:22][c:21]2[cH:20][cH:19][nH:18][c:26]2[cH:25][cH:24]1. Reactants: C1CCOC1, CCOP(=O)(CC(=O)N(C)OC)OCC, [H-], [Na+], O=Cc1ccc2[nH]ccc2c1, c1ccc2[nH]ccc2c1. Yields the product CON(C)C(=O)C=Cc1ccc2[nH]ccc2c1. Starting materials: ( 2,494,563 ), NC1=CC=C(C=C1)CC1=CC=C(C=C1)N (bis(4-aminophenyl)methane). The reagents and catalysts are [Ru] (ruthenium), [Ru] (ruthenium). The product is NC1CCC(CC1)CC1CCC(CC1)N (bis (4-aminocyclohexyl)methane). Reaction SMILES: [NH2:1][C:2]1[CH:7]=[CH:6][C:5]([CH2:8][C:9]2[CH:14]=[CH:13][C:12]([NH2:15])=[CH:11][CH:10]=2)=[CH:4][CH:3]=1>[Ru]>[NH2:1][CH:2]1[CH2:3][CH2:4][CH:5]([CH2:8][CH:9]2[CH2:14][CH2:13][CH:12]([NH2:15])[CH2:11][CH2:10]2)[CH2:6][CH2:7]1. Procedure: Due to these disadvantages and others, the utilization of catalysts containing metallic ruthenium has become preferred in the art in such hydrogenation processes as described in U.S. Pat. Nos. 2,606,924; 2,606,925; 2,494,563; 3,347,917; 3,676,495; and others. U.S. Pat. No. 2,606,924 to Whitman (1952) and U.S. Pat. No. 2,494,563 to Kirk, et al. (1950) describe processes for the preparation of certain stereoisomeric bis (4-aminocyclohexyl)methanes by the hydrogenation of bis(4-aminophenyl)methane ... The reactants are ClCCl, CCSc1ncc(C(=O)c2c(OC)ccc(F)c2F)c(N)n1, O=C(OO)c1cccc(Cl)c1. Product: CCS(=O)c1ncc(C(=O)c2c(OC)ccc(F)c2F)c(N)n1. As a reaction SMILES: [Cl:34][CH2:35][Cl:36].[NH2:1][c:2]1[n:3][c:4]([S:20][CH2:21][CH3:22])[n:5][cH:6][c:7]1[C:8](=[O:9])[c:10]1[c:11]([F:19])[c:12]([F:18])[cH:13][cH:14][c:15]1[O:16][CH3:17].[OH:23][O:24][C:25]([c:26]1[cH:27][c:28]([Cl:29])[cH:30][cH:31][cH:32]1)=[O:33]>>[NH2:1][c:2]1[n:3][c:4]([S:20]([CH2:21][CH3:22])=[O:23])[n:5][cH:6][c:7]1[C:8](=[O:9])[c:10]1[c:11]([F:19])[c:12]([F:18])[cH:13][cH:14][c:15]1[O:16][CH3:17].